Task: describe an organic reaction: reactants, conditions, products, and yield. Dataset: the Open Reaction Database (ORD), a public repository of structured organic reaction records Starting materials: [BH3-]C#N, CCOC(=O)C(=O)CCc1ccccc1, CC(=O)O, CO, Cl, Cl, CC(C(=O)O)N1C(=O)C(N)CCc2ccccc21, [Na+]. The product is Cl, CCOC(=O)C(CCc1ccccc1)NC1CCc2ccccc2N(C(C)C(=O)O)C1=O. As a reaction SMILES: [C:35]([BH3-:36])#[N:37].[CH2:20]([c:21]1[cH:22][cH:23][cH:24][cH:25][cH:26]1)[CH2:27][C:28]([C:29](=[O:30])[O:31][CH2:32][CH3:33])=[O:34].[CH3:40][C:41](=[O:42])[OH:43].[CH3:44][OH:45].[ClH:1].[ClH:39].[NH2:2][CH:3]1[C:4](=[O:19])[N:5]([CH:14]([CH3:15])[C:16](=[O:17])[OH:18])[c:6]2[c:7]([cH:10][cH:11][cH:12][cH:13]2)[CH2:8][CH2:9]1.[Na+:38]>>[ClH:1].[NH:2]([CH:3]1[C:4](=[O:19])[N:5]([CH:14]([CH3:15])[C:16](=[O:17])[OH:18])[c:6]2[c:7]([cH:10][cH:11][cH:12][cH:13]2)[CH2:8][CH2:9]1)[CH:28]([CH2:27][CH2:20][c:21]1[cH:22][cH:23][cH:24][cH:25][cH:26]1)[C:29](=[O:30])[O:31][CH2:32][CH3:33]. As a reaction SMILES: [CH2:3]([CH3:4])[O:5][CH:6]([CH2:7][C:8](=[O:9])[O:10][CH2:11][CH3:12])[O:13][CH2:14][CH3:15].[ClH:16].[Na+:2].[OH-:1].[OH2:17]>>[CH2:3]([CH3:4])[O:5][CH:6]([CH2:7][C:8](=[O:9])[OH:10])[O:13][CH2:14][CH3:15]. The product is CCOC(CC(=O)O)OCC. The reactants are CCOC(=O)CC(OCC)OCC, Cl, [Na+], [OH-], O. Starting materials: CCCC(NC(=O)OC(C)(C)C)C(=O)N(C)OC, CCCC(NC(=O)OC(C)(C)C)C(=O)c1ccccc1. Product: CCCC(NC(=O)OC(C)(C)C)C(=O)c1cccc(OC)c1. Reaction SMILES: [CH3:21][O:22][N:23]([CH3:24])[C:25](=[O:26])[CH:27]([NH:28][C:29](=[O:30])[O:31][C:32]([CH3:33])([CH3:34])[CH3:35])[CH2:36][CH2:37][CH3:38].[O:1]=[C:2]([CH:3]([CH2:4][CH2:5][CH3:6])[NH:7][C:8]([O:9][C:10]([CH3:11])([CH3:12])[CH3:13])=[O:14])[c:15]1[cH:16][cH:17][cH:18][cH:19][cH:20]1>>[O:1]=[C:2]([CH:3]([CH2:4][CH2:5][CH3:6])[NH:7][C:8]([O:9][C:10]([CH3:11])([CH3:12])[CH3:13])=[O:14])[c:15]1[cH:16][cH:17][cH:18][c:19]([O:22][CH3:21])[cH:20]1. The product is CCN(CC)S(=O)(=O)c1ccc(C=CC(C)(O)C(F)(F)F)cc1. The reactants are CCN(CC)S(=O)(=O)c1ccc(C#CC(C)(O)C(F)(F)F)cc1, CC(O)(C#Cc1ccc(S(=O)(=O)N2CCCC2)cc1)C(F)(F)F. As a reaction SMILES: [CH2:1]([CH3:2])[N:3]([CH2:4][CH3:5])[S:6](=[O:7])(=[O:8])[c:9]1[cH:10][cH:11][c:12]([C:15]#[C:16][C:17]([C:18]([F:19])([F:20])[F:21])([CH3:22])[OH:23])[cH:13][cH:14]1.[F:24][C:25]([F:26])([F:27])[C:28]([OH:29])([CH3:30])[C:31]#[C:32][c:33]1[cH:34][cH:35][c:36]([S:37]([N:38]2[CH2:39][CH2:40][CH2:41][CH2:42]2)(=[O:43])=[O:44])[cH:45][cH:46]1>>[CH2:1]([CH3:2])[N:3]([CH2:4][CH3:5])[S:6](=[O:7])(=[O:8])[c:9]1[cH:10][cH:11][c:12]([CH:15]=[CH:16][C:17]([C:18]([F:19])([F:20])[F:21])([CH3:22])[OH:23])[cH:13][cH:14]1. The reactants are C(C1=CC=CC=C1)OC1=C(C=C(C=C1)C=CC(CCCCCC)=O)OC (1-(4-benzyloxy-3-methoxyphenyl)-1-nonen-3-one), raw material, OC=1C=C(C=CC1O)CCC(CCCCCCC)=O (1-(3,4-Dihydroxyphenyl)-3-decanone). The product is OC1=C(C=C(C=C1)CCC(CCCCCC)O)OC (1-(4-hydroxy-3-methoxyphenyl)-3-nonanol). Isolated yield 13.2%. As a reaction SMILES: C([O:8][C:9]1[CH:14]=[CH:13][C:12]([CH:15]=[CH:16][C:17](=[O:24])[CH2:18][CH2:19][CH2:20][CH2:21][CH2:22][CH3:23])=[CH:11][C:10]=1[O:25][CH3:26])C1C=CC=CC=1.OC1C=C(CCC(=O)CCCCCCC)C=CC=1O>>[OH:8][C:9]1[CH:14]=[CH:13][C:12]([CH2:15][CH2:16][CH:17]([OH:24])[CH2:18][CH2:19][CH2:20][CH2:21][CH2:22][CH3:23])=[CH:11][C:10]=1[O:25][CH3:26]. Procedure details: By following the same procedure as in Example 4 using 1.2 g of 1-(4-benzyloxy-3-methoxyphenyl)-1-nonen-3-one as a raw material, 660 mg of 1-(4-hydroxy-3-methoxyphenyl)-3-nonanone (a) as an oil and 120 mg of 1-(4-hydroxy-3-methoxyphenyl)-3-nonanol (b) as an oil were obtained. The reactants are solution, B (borane), C(C)(=O)OCC (ethyl acetate), Cl (hydrochloric acid), C(=O)(O)C1C(C1)C1=C(C(=C(C(=O)OCC)C=C1F)F)F (ethyl 4-(2-carboxycyclopropyl)-2,3,5-trifluorobenzoate). Solvent: O1CCCC1 (tetrahydrofuran), O (water), O1CCCC1 (tetrahydrofuran). Run at time 1.5 hour. Product: OCC1C(C1)C1=C(C(=C(C(=O)OCC)C=C1F)F)F (ethyl 4-(2-hydroxymethylcyclopropyl)-2,3,5-trifluorobenzoate). The yield is 77.1%. As a reaction SMILES: [C:1]([CH:4]1[CH2:6][CH:5]1[C:7]1[C:17]([F:18])=[CH:16][C:10]([C:11]([O:13][CH2:14][CH3:15])=[O:12])=[C:9]([F:19])[C:8]=1[F:20])(O)=[O:2].B.C(OCC)(=O)C.Cl>O1CCCC1.O>[OH:2][CH2:1][CH:4]1[CH2:6][CH:5]1[C:7]1[C:17]([F:18])=[CH:16][C:10]([C:11]([O:13][CH2:14][CH3:15])=[O:12])=[C:9]([F:19])[C:8]=1[F:20]. Procedure: In 60 ml of anhydrous tetrahydrofuran was dissolved 6.00 g of ethyl 4-(2-carboxycyclopropyl)-2,3,5-trifluorobenzoate. To the resulting solution was added 42 ml of a 1M solution of borane in tetrahydrofuran with ice-cooling. The resulting mixture was stirred for 1.5 hours at room temperature. The reaction mixture was added to a mixture of 100 ml of ethyl acetate and 100 ml of water. The resulting mixture was adjusted to pH 1 with 2N hydrochloric acid. The organic layer was separated, washed with ...